This data is from the Open Reaction Database (ORD), a public repository of structured organic reaction records. The task is: describe an organic reaction: reactants, conditions, products, and yield Starting materials: COc1cc2c(cc1Br)-c1c(Br)c3c(n1CC2)C(=O)N(C(C)(C)C)CCCC3, CCOCC, [K+], [K+], O=C([O-])[O-], OB(O)c1cccnc1. Yields the product COc1cc2c(cc1-c1cccnc1)-c1c(Br)c3c(n1CC2)C(=O)N(C(C)(C)C)CCCC3. Reaction SMILES: [C:1]([CH3:2])([CH3:3])([CH3:4])[N:5]1[C:6](=[O:28])[c:7]2[c:8]([c:9]([Br:23])[c:10]3[n:11]2[CH2:12][CH2:13][c:14]2[cH:15][c:16]([O:21][CH3:22])[c:17]([Br:20])[cH:18][c:19]2-3)[CH2:24][CH2:25][CH2:26][CH2:27]1.[CH2:44]([O:45][CH2:46][CH3:47])[CH3:48].[K+:38].[K+:39].[O-:40][C:41]([O-:42])=[O:43].[n:29]1[cH:30][c:31]([B:35]([OH:36])[OH:37])[cH:32][cH:33][cH:34]1>>[C:1]([CH3:2])([CH3:3])([CH3:4])[N:5]1[C:6](=[O:28])[c:7]2[c:8]([c:9]([Br:23])[c:10]3[n:11]2[CH2:12][CH2:13][c:14]2[cH:15][c:16]([O:21][CH3:22])[c:17](-[c:31]4[cH:30][n:29][cH:34][cH:33][cH:32]4)[cH:18][c:19]2-3)[CH2:24][CH2:25][CH2:26][CH2:27]1. The reactants are C#CCN(CC)CC, Cc1cc(Oc2ccnc3cc(I)sc23)ccc1N. Yields the product CCN(CC)CC#Cc1cc2nccc(Oc3ccc(N)c(C)c3)c2s1. Reaction SMILES: [CH2:20]([CH3:21])[N:22]([CH2:23][C:24]#[CH:25])[CH2:26][CH3:27].[I:1][c:2]1[cH:3][c:4]2[n:5][cH:6][cH:7][c:8]([O:11][c:12]3[cH:13][c:14]([CH3:19])[c:15]([NH2:18])[cH:16][cH:17]3)[c:9]2[s:10]1>>[c:2]1([C:25]#[C:24][CH2:23][N:22]([CH2:20][CH3:21])[CH2:26][CH3:27])[cH:3][c:4]2[n:5][cH:6][cH:7][c:8]([O:11][c:12]3[cH:13][c:14]([CH3:19])[c:15]([NH2:18])[cH:16][cH:17]3)[c:9]2[s:10]1.